Dataset: the Open Reaction Database (ORD), a public repository of structured organic reaction records. Task: describe an organic reaction: reactants, conditions, products, and yield Reactants: OC1=C2CCCC(C2=CC=C1)=O (5-hydroxy-1-tetralone), C([O-])([O-])=O.[Cs+].[Cs+] (caesium carbonate), IC(C)C (2-iodopropane). Solvent: C(C)#N (acetonitrile). Run at temperature 80 celsius. Product: CC(C)OC1=C2CCCC(C2=CC=C1)=O (5-(propan-2-yloxy)-3,4-dihydronaphthalen-1(2H)-one). RXN SMILES: [OH:1][C:2]1[CH:11]=[CH:10][CH:9]=[C:8]2[C:3]=1[CH2:4][CH2:5][CH2:6][C:7]2=[O:12].C(=O)([O-])[O-].[Cs+].[Cs+].I[CH:20]([CH3:22])[CH3:21]>C(#N)C>[CH3:21][CH:20]([O:1][C:2]1[CH:11]=[CH:10][CH:9]=[C:8]2[C:3]=1[CH2:4][CH2:5][CH2:6][C:7]2=[O:12])[CH3:22] |f:1.2.3|. Procedure details: A mixture of 2.5 g of 5-hydroxy-1-tetralone, 30 ml of acetonitrile, 5 g of caesium carbonate and 3.87 ml of 2-iodopropane is heated for one hour at 80° C. and then evaporated to dryness. The residue is taken up in ethyl acetate and water. The organic phase is washed with a saturated sodium chloride solution, dried over magnesium sulfate, filtered and concentrated under reduced pressure, so as to give 4.87 g of 5-(propan-2-yloxy)-3,4-dihydronaphthalen-1(2H)-one in the form of an orangey-coloured ... Starting materials: C1(=CC=CC=C1)S (thiophenol), BrCCCCl (1-bromo-3-chloropropane), [OH-].[Na+] (sodium hydroxide). The product is ClCCCSC1=CC=CC=C1 (1-Chloro-3-phenylthiopropane). Isolated yield 56.7%. Reaction SMILES: [C:1]1([SH:7])[CH:6]=[CH:5][CH:4]=[CH:3][CH:2]=1.Br[CH2:9][CH2:10][CH2:11][Cl:12].[OH-].[Na+]>>[Cl:12][CH2:11][CH2:10][CH2:9][S:7][C:1]1[CH:6]=[CH:5][CH:4]=[CH:3][CH:2]=1 |f:2.3|. Reported procedure: A mixture of 54.0 g (490 mmols) of thiophenol, 160.0 g (1016 mmols) of 1-bromo-3-chloropropane and 250 ml of a 2.2 M aqueous sodium hydroxide solution was heated under reflux for 30 hours. After cooling, the reaction mixture was extracted with methylene chloride. The methylene chloride layer was washed with an aqueous dil. sodium hydroxide solution and then with water and dried over anhydrous sodium sulfate. The solvent was evaporated under reduced pressure, and the residue was distilled under r... Reactants: OC(CN1N=C(C=C1)NC([C@H](CC(C)C)N1C(C=C(C1)OC1=C(C=CC=C1)Cl)=O)=O)(C)C ((S)-2-[4-(2-Chloro-phenoxy)-2-oxo-2,5-dihydro-pyrrol-1-yl]-4-methyl-pentanoic acid [1-(2-hydroxy-2-methyl-propyl)-1H-pyrazol-3-yl]-amide), Cl.CN(CCCN=C=NCC)C (1-(3-dimethylaminopropyl)-3-ethylcarbodiimide hydrochloride), ON1N=NC2=C1C=CC=C2 (1-hydroxybenzotriazole), NC1=NC(=NS1)CC(C)=O (1-(5-amino-1,2,4-thiadiazol-3-yl)-2-propanone). The solvent is ClCCl (dichloromethane). Conditions: temperature 25 celsius, time 8 hour. The product is O=C(CC1=NSC(=N1)NC([C@H](CC(C)C)N1C(C=C(C1)OC1=C(C=CC=C1)Cl)=O)=O)C ((S)-2-[4-(2-chloro-phenoxy)-2-oxo-2,5-dihydro-pyrrol-1-yl]-4-methyl-pentanoic acid [3-(2-oxo-propyl)-[1,2,4]thiadiazol-5-yl]-amide). Isolated yield 39.3%. As a reaction SMILES: OC(C)(C)CN1C=C[C:6]([NH:9][C:10](=[O:30])[C@@H:11]([N:16]2[CH2:20][C:19]([O:21][C:22]3[CH:27]=[CH:26][CH:25]=[CH:24][C:23]=3[Cl:28])=[CH:18][C:17]2=[O:29])[CH2:12][CH:13]([CH3:15])[CH3:14])=[N:5]1.Cl.CN(C)CCCN=C=NCC.ON1C2C=CC=CC=2N=N1.NC1[S:60][N:59]=[C:58]([CH2:61][C:62](=[O:64])[CH3:63])N=1>ClCCl>[O:64]=[C:62]([CH3:63])[CH2:61][C:58]1[N:5]=[C:6]([NH:9][C:10](=[O:30])[C@@H:11]([N:16]2[CH2:20][C:19]([O:21][C:22]3[CH:27]=[CH:26][CH:25]=[CH:24][C:23]=3[Cl:28])=[CH:18][C:17]2=[O:29])[CH2:12][CH:13]([CH3:15])[CH3:14])[S:60][N:59]=1 |f:1.2|. Procedure: To a solution of (S)-2-[4-(2-chloro-phenoxy)-2-oxo-2,5-dihydro-pyrrol-1-yl]-4-methyl-pentanoic acid (prepared as in Example 64, 90 mg, 0.28 mmol) in dichloromethane (1.00 mL) was added 1-(3-dimethylaminopropyl)-3-ethylcarbodiimide hydrochloride (67 mg, 0.35 mmol) and 1-hydroxybenzotriazole (41 mg, 0.30 mmol). The resulting solution was stirred for 5 min before 1-(5-amino-1,2,4-thiadiazol-3-yl)-2-propanone (56 mg, 0.29 mmol) was added and the resulting mixture stirred at 25° C. overnight. The mix... Reactants: CON(C(=O)C1C(C1)C1=C(C=CC=C1)Cl)C (2-(2-chloro-phenyl)-cyclopropanecarboxylic acid methoxy-methyl-amide), O (water), [OH-].[Na+] (NaOH). The solvent is CO (MeOH). Reported procedure: A mixture of 2-(2-chloro-phenyl)-cyclopropanecarboxylic acid methoxy-methyl-amide (9.6 g), water (20 mL), and NaOH (3.2 g) in MeOH (40 mL) was refluxed for 3 h. The reaction mixture was cooled down to room temperature and concentrated in vacuo. The residue was acidified by 6 N HCl followed by extraction with CH2Cl2. The organic layer was washed with brine, dried over MgSO4 and concentrated in vacuo to give the title compound (7.8 g). RXN SMILES: CON(C)[C:4]([CH:6]1[CH2:8][CH:7]1[C:9]1[CH:14]=[CH:13][CH:12]=[CH:11][C:10]=1[Cl:15])=[O:5].[OH2:17].[OH-].[Na+]>CO>[Cl:15][C:10]1[CH:11]=[CH:12][CH:13]=[CH:14][C:9]=1[CH:7]1[CH2:8][CH:6]1[C:4]([OH:17])=[O:5] |f:2.3|. Yields the product ClC1=C(C=CC=C1)C1C(C1)C(=O)O (2-(2-chloro-phenyl)-cyclopropanecarboxylic acid). Reaction SMILES: [CH:20]([OH:21])([CH3:22])[CH3:23].[N+:1]([O-:2])(=[O:3])[c:4]1[cH:5][n:6][c:7]2[cH:8][cH:9][cH:10][cH:11][c:12]2[c:13]1[NH:14][CH:15]([CH2:16][OH:17])[CH2:18][CH3:19]>>[NH2:1][c:4]1[cH:5][n:6][c:7]2[cH:8][cH:9][cH:10][cH:11][c:12]2[c:13]1[NH:14][CH:15]([CH2:16][OH:17])[CH2:18][CH3:19]. Starting materials: CC(C)O, CCC(CO)Nc1c([N+](=O)[O-])cnc2ccccc12. The product is CCC(CO)Nc1c(N)cnc2ccccc12. Reactants: Cl.CN(CCCN=C=NCC)C (3-dimethylaminopropyl ethyl carbodiimide hydrochloride), NCCOC1=CC=C(C=C1)C1C(CN(CC1)C(=O)OCC1=CC=CC=C1)OCC=1C=CC2=C(N(CCO2)CCCOC)C1 (benzyl 4-[4-(2-aminoethoxy)phenyl]-3-[4-(3-methoxypropyl)-3,4-dihydro-2H-benzo[1,4]oxazin-6-ylmethoxy]piperidine-1-carboxylate), FC=1C=C(C(=O)O)C=CC1 (3-fluorobenzoic acid). Reagents/catalysts: CN(C1=CC=NC=C1)C (4-dimethylaminopyridine). Solvent: ClCCl (dichloromethane), CN(C=O)C (N,N-dimethylformamide). Run at time 18 hour. Yields the product FC=1C=C(C(=O)NCCOC2=CC=C(C=C2)C2C(CN(CC2)C(=O)OCC2=CC=CC=C2)OCC=2C=CC3=C(N(CCO3)CCCOC)C2)C=CC1 (Benzyl 4-{4-[2-(3-fluorobenzoylamino)ethoxy]phenyl}-3-[4-(3-methoxypropyl)-3,4-dihydro-2H-benzo[1,4]oxazin-6-ylmethoxy]piperidine-1-carboxylate), SiO2. RXN SMILES: [NH2:1][CH2:2][CH2:3][O:4][C:5]1[CH:10]=[CH:9][C:8]([CH:11]2[CH2:16][CH2:15][N:14]([C:17]([O:19][CH2:20][C:21]3[CH:26]=[CH:25][CH:24]=[CH:23][CH:22]=3)=[O:18])[CH2:13][CH:12]2[O:27][CH2:28][C:29]2[CH:30]=[CH:31][C:32]3[O:37][CH2:36][CH2:35][N:34]([CH2:38][CH2:39][CH2:40][O:41][CH3:42])[C:33]=3[CH:43]=2)=[CH:7][CH:6]=1.[F:44][C:45]1[CH:46]=[C:47]([CH:51]=[CH:52][CH:53]=1)[C:48](O)=[O:49].Cl.CN(C)CCCN=C=NCC>ClCCl.CN(C)C=O.CN(C)C1C=CN=CC=1>[F:44][C:45]1[CH:46]=[C:47]([CH:51]=[CH:52][CH:53]=1)[C:48]([NH:1][CH2:2][CH2:3][O:4][C:5]1[CH:6]=[CH:7][C:8]([CH:11]2[CH2:16][CH2:15][N:14]([C:17]([O:19][CH2:20][C:21]3[CH:26]=[CH:25][CH:24]=[CH:23][CH:22]=3)=[O:18])[CH2:13][CH:12]2[O:27][CH2:28][C:29]2[CH:30]=[CH:31][C:32]3[O:37][CH2:36][CH2:35][N:34]([CH2:38][CH2:39][CH2:40][O:41][CH3:42])[C:33]=3[CH:43]=2)=[CH:9][CH:10]=1)=[O:49] |f:2.3|. Procedure: A solution of 0.375 g of benzyl 4-[4-(2-aminoethoxy)phenyl]-3-[4-(3-methoxypropyl)-3,4-dihydro-2H-benzo[1,4]oxazin-6-ylmethoxy]piperidine-1-carboxylate and 0.094 g of 3-fluorobenzoic acid in 6 ml of dichloromethane and 1.5 ml of N,N-dimethylformamide is admixed with 0.127 g of 3-dimethylaminopropyl ethyl carbodiimide hydrochloride and 0.167 g of 4-dimethylaminopyridine and stirred at room temperature over 18 hours. The reaction mixture is concentrated by evaporation and the residue partitioned b... Starting materials: C(C)(C)(C)OC(=O)N1CC(C(CC1)(F)F)CO (4,4-difluoro-3-hydroxymethyl-piperidine-1-carboxylic acid tert-butyl ester), [H-].[Na+] (NaH), C(CCC)C=1N=NC(=CC1C1=CC=C(C=C1)OC1CCCCC1)Cl (3-butyl-6-chloro-4-(4-cyclohexyloxy-phenyl)-pyridazine). The solvent is C1CCOC1 (THF). Reaction conditions: time 10 minute. The product is C(C)(C)(C)OC(=O)N1CC(C(CC1)(F)F)COC=1N=NC(=C(C1)C1=CC=C(C=C1)OC1CCCCC1)CCCC (3-[6-butyl-5-(4-cyclohexyloxy-phenyl)-pyridazin-3-yloxymethyl]-4,4-difluoro-piperidine-1-carboxylic acid tert-butyl ester). The yield is 67.0%. RXN SMILES: [C:1]([O:5][C:6]([N:8]1[CH2:13][CH2:12][C:11]([F:15])([F:14])[CH:10]([CH2:16][OH:17])[CH2:9]1)=[O:7])([CH3:4])([CH3:3])[CH3:2].[H-].[Na+].[CH2:20]([C:24]1[N:25]=[N:26][C:27](Cl)=[CH:28][C:29]=1[C:30]1[CH:35]=[CH:34][C:33]([O:36][CH:37]2[CH2:42][CH2:41][CH2:40][CH2:39][CH2:38]2)=[CH:32][CH:31]=1)[CH2:21][CH2:22][CH3:23]>C1COCC1>[C:1]([O:5][C:6]([N:8]1[CH2:13][CH2:12][C:11]([F:14])([F:15])[CH:10]([CH2:16][O:17][C:27]2[N:26]=[N:25][C:24]([CH2:20][CH2:21][CH2:22][CH3:23])=[C:29]([C:30]3[CH:31]=[CH:32][C:33]([O:36][CH:37]4[CH2:42][CH2:41][CH2:40][CH2:39][CH2:38]4)=[CH:34][CH:35]=3)[CH:28]=2)[CH2:9]1)=[O:7])([CH3:4])([CH3:3])[CH3:2] |f:1.2|. Procedure details: To a solution of 4,4-difluoro-3-hydroxymethyl-piperidine-1-carboxylic acid tert-butyl ester (0.8 mmol, 0.2 g) in 5 mL of THF was added 60% NaH (4.0 mmol, 96 mg). The mixture was stirred at room temperature for 10 min, then a solution of 3-butyl-6-chloro-4-(4-cyclohexyloxy-phenyl)-pyridazine (Example 14, 0.4 mmol, 0.14 g) was added. The mixture was refluxed for 1 h, quenched with water, extracted with EtOAc. The organic layer was washed with saturated sodium bicarbonate, brine, dried, evaporated,... The reactants are CCCCCC1CCC(O)CC1, Cc1ccccc1, O=C(Cl)c1ccc(F)c(F)c1, O, c1ccncc1. Product: CCCCCC1CCC(OC(=O)c2ccc(F)c(F)c2)CC1. RXN SMILES: [CH2:1]([CH2:2][CH2:3][CH2:4][CH3:5])[CH:6]1[CH2:7][CH2:8][CH:9]([OH:12])[CH2:10][CH2:11]1.[CH3:30][c:31]1[cH:32][cH:33][cH:34][cH:35][cH:36]1.[F:13][c:14]1[cH:15][c:16]([C:17](=[O:18])[Cl:19])[cH:20][cH:21][c:22]1[F:23].[OH2:37].[cH:24]1[cH:25][cH:26][n:27][cH:28][cH:29]1>>[CH2:1]([CH2:2][CH2:3][CH2:4][CH3:5])[CH:6]1[CH2:7][CH2:8][CH:9]([O:12][C:17]([c:16]2[cH:15][c:14]([F:13])[c:22]([F:23])[cH:21][cH:20]2)=[O:18])[CH2:10][CH2:11]1. Starting materials: CCCCCC(=O)Cl, CC(C)CC(N)C(=O)O, [Na+], [OH-]. Yields the product CCCCCC(=O)NC(CC(C)C)C(=O)O. As a reaction SMILES: [C:10]([CH2:11][CH2:12][CH2:13][CH2:14][CH3:15])(=[O:16])[Cl:17].[CH3:1][CH:2]([CH3:3])[CH2:4][CH:5]([NH2:6])[C:7]([OH:8])=[O:9].[Na+:19].[OH-:18]>>[CH3:1][CH:2]([CH3:3])[CH2:4][CH:5]([NH:6][C:10]([CH2:11][CH2:12][CH2:13][CH2:14][CH3:15])=[O:16])[C:7]([OH:8])=[O:9].